From a dataset of the Open Reaction Database (ORD), a public repository of structured organic reaction records. describe an organic reaction: reactants, conditions, products, and yield Starting materials: CC(=O)O, Cn1c(C(F)(F)F)cc(=O)n(-c2ccc(Cl)c(C3OCCO3)c2)c1=O, O. Yields the product Cn1c(C(F)(F)F)cc(=O)n(-c2ccc(Cl)c(C=O)c2)c1=O. As a reaction SMILES: [CH3:27][C:28](=[O:29])[OH:30].[Cl:2][c:3]1[c:4]([CH:22]2[O:23][CH2:26][CH2:25][O:24]2)[cH:5][c:6](-[n:9]2[c:10](=[O:21])[n:11]([CH3:20])[c:12]([C:16]([F:17])([F:18])[F:19])[cH:13][c:14]2=[O:15])[cH:7][cH:8]1.[OH2:1]>>[Cl:2][c:3]1[c:4]([CH:22]=[O:23])[cH:5][c:6](-[n:9]2[c:10](=[O:21])[n:11]([CH3:20])[c:12]([C:16]([F:17])([F:18])[F:19])[cH:13][c:14]2=[O:15])[cH:7][cH:8]1. Starting materials: Fc1cc(Br)c(CBr)cc1Cl, CC(=O)O, CC(=O)[O-], [K+]. Product: OCc1cc(Cl)c(F)cc1Br. Reaction SMILES: [Br:1][c:2]1[c:3]([CH2:10][Br:11])[cH:4][c:5]([Cl:9])[c:6]([F:8])[cH:7]1.[CH3:12][C:13]([OH:14])=[O:15].[CH3:17][C:18](=[O:19])[O-:20].[K+:16]>>[Br:1][c:2]1[c:3]([CH2:10][OH:14])[cH:4][c:5]([Cl:9])[c:6]([F:8])[cH:7]1. Reactants: COC1=C(C=C2C(=C1)[C@]34CCN5[C@H]3C[C@@H]6[C@@H]7[C@@H]4N2C(=O)C[C@@H]7OCC=C6C5)OC ((-)-brucine), ClC1=CC(C(C1O)(Cl)Cl)(C(=O)O)O ((±)-3,5,5-trichloro-1,4-dihydroxycyclopent-2-ene-1-carboxylic acid). Run in CO (methanol), CO (methanol). RXN SMILES: [Cl:1][C:2]1[CH:6]([OH:7])[C:5]([Cl:9])([Cl:8])[C:4]([OH:13])([C:10]([OH:12])=[O:11])[CH:3]=1.[CH3:14][O:15][C:16]1[CH:21]=[C:20]2[C@@:22]34[C@H:30]5[N:31]([C:32]([CH2:34][C@@H:35]6[O:36][CH2:37][CH:38]=[C:39]7[CH2:40][N:25]([C@H:26]3[CH2:27][C@@H:28]7[C@H:29]56)[CH2:24][CH2:23]4)=[O:33])[C:19]2=[CH:18][C:17]=1[O:41][CH3:42]>CO>[CH3:14][O:15][C:16]1[CH:21]=[C:20]2[C@@:22]34[C@H:30]5[N:31]([C:32]([CH2:34][C@@H:35]6[O:36][CH2:37][CH:38]=[C:39]7[CH2:40][N:25]([C@H:26]3[CH2:27][C@@H:28]7[C@H:29]56)[CH2:24][CH2:23]4)=[O:33])[C:19]2=[CH:18][C:17]=1[O:41][CH3:42].[Cl:1][C:2]1[C@@H:6]([OH:7])[C:5]([Cl:9])([Cl:8])[C@:4]([OH:13])([C:10]([OH:12])=[O:11])[CH:3]=1. Yields the product COC1=C(C=C2C(=C1)[C@]34CCN5[C@H]3C[C@@H]6[C@@H]7[C@@H]4N2C(=O)C[C@@H]7OCC=C6C5)OC ((-)-brucine), ClC1=C[C@](C([C@@H]1O)(Cl)Cl)(C(=O)O)O ((1R,4R)-3,5,5-Trichloro-1,4-dihydroxycyclopent-2-ene-1-carboxylic acid). Procedure: To (±)-3,5,5-trichloro-1,4-dihydroxycyclopent-2-ene-1-carboxylic acid (3) (A. W. Burgstahler, T. B. Lewis, and M. O. Abdel-Rahman, J. Org. Chem., 1966, 31, 3516; C. J. Moye and S. Sternhell, Aust. J. Chem., 1966 19, 2017) (10 g, 40.4 mmol) in methanol (1l) was added (-)-brucine (15.94 g, 40.4 mmol) in methanol (1l). Crystallisation at room temperature gave two crops (8.50 and 2.33 g respectively) of relatively pure (-)-brucine salt of the acid (4), [α]D25 - 110° (c 0.24, CHCl3). Recrystallisatio... The reactants are CN1CCCC1CO, COc1ccc(Nc2nc(Cl)nc(NC3CCCCCC3)n2)cc1Cl, [Na+], [OH-], c1ccccc1. Product: COc1ccc(Nc2nc(NC3CCCCCC3)nc(OCC3CCCN3C)n2)cc1Cl. As a reaction SMILES: [CH3:1][N:2]1[CH:3]([CH2:4][OH:5])[CH2:6][CH2:7][CH2:8]1.[Cl:11][c:12]1[n:13][c:14]([NH:28][CH:29]2[CH2:30][CH2:31][CH2:32][CH2:33][CH2:34][CH2:35]2)[n:15][c:16]([NH:18][c:19]2[cH:20][c:21]([Cl:27])[c:22]([O:25][CH3:26])[cH:23][cH:24]2)[n:17]1.[Na+:10].[OH-:9].[cH:36]1[cH:37][cH:38][cH:39][cH:40][cH:41]1>>[CH3:1][N:2]1[CH:3]([CH2:4][O:5][c:12]2[n:13][c:14]([NH:28][CH:29]3[CH2:30][CH2:31][CH2:32][CH2:33][CH2:34][CH2:35]3)[n:15][c:16]([NH:18][c:19]3[cH:20][c:21]([Cl:27])[c:22]([O:25][CH3:26])[cH:23][cH:24]3)[n:17]2)[CH2:6][CH2:7][CH2:8]1. Reactants: C(C)(=O)N[C@H]1[C@@H](O[C@@H]([C@H]([C@@H]1O)O)CO)O[C@@H]1[C@H]([C@H](OCCCCCC(=O)OC)O[C@@H]([C@@H]1O)CO[C@H]1[C@@H]([C@@H](O)[C@H](O)[C@H](O1)CO)NC(C)=O)O (5-(Methoxycarbonyl)pentyl 3,6-di-O-(2-acetamido-2-deoxy-β-D-glucopyranosyl)-β-D-galactopyranoside), C1=C(NC(=O)NC1=O)[C@H]2[C@@H]([C@@H]([C@H](O2)COP(=O)(O)OP(=O)(O)O[C@@H]3[C@@H]([C@H]([C@H]([C@H](O3)CO)O)O)O)O)O (UDP-galactose). The reagents and catalysts are [Cl-].[Mn+2].[Cl-] (manganese chloride). The solvent is [As]([O-])(=O)(C)C.[Na+] (sodium cacodylate). Run at time 22 hour. Yields the product [C@@H]1([C@H](O)[C@@H](O)[C@@H](O)[C@H](O1)CO)O[C@H]1[C@@H]([C@H]([C@@H](O[C@@H]1CO)O[C@@H]1[C@H]([C@H](OCCCCCC(=O)OC)O[C@@H]([C@@H]1O)CO[C@H]1[C@@H]([C@@H](O)[C@H](O[C@H]2[C@H](O)[C@@H](O)[C@@H](O)[C@H](O2)CO)[C@H](O1)CO)NC(C)=O)O)NC(C)=O)O (5-(Methoxycarbonyl)pentyl 3,6-di-O-{β-D-galactopyranosyl(1→4)-2-acetamido-2-deoxy-β-D-glucopyranosyl}-β-D-galactopyranoside). As a reaction SMILES: [C:1]([NH:4][C@@H:5]1[C@@H:10]([OH:11])[C@H:9]([OH:12])[C@@H:8]([CH2:13][OH:14])[O:7][C@H:6]1[O:15][C@H:16]1[C@@H:31]([OH:32])[C@@H:30]([CH2:33][O:34][C@@H:35]2[O:42][C@H:41]([CH2:43][OH:44])[C@@H:39]([OH:40])[C@H:37]([OH:38])[C@H:36]2[NH:45][C:46](=[O:48])[CH3:47])[O:29][C@@H:18]([O:19][CH2:20][CH2:21][CH2:22][CH2:23][CH2:24][C:25]([O:27][CH3:28])=[O:26])[C@@H:17]1[OH:49])(=[O:3])[CH3:2].C1C(=O)NC(=O)NC=1[C@@H]1O[C@H](COP(OP(O[C@H:73]2[O:78][C@H:77]([CH2:79][OH:80])[C@H:76]([OH:81])[C@H:75]([OH:82])[C@H:74]2[OH:83])(O)=O)(O)=O)[C@@H](O)[C@H]1O>[As](C)(C)(=O)[O-].[Na+].[Cl-].[Mn+2].[Cl-]>[C@@H:18]1([O:12][C@@H:9]2[C@@H:8]([CH2:13][OH:14])[O:7][C@@H:6]([O:15][C@H:16]3[C@@H:31]([OH:32])[C@@H:30]([CH2:33][O:34][C@@H:35]4[O:42][C@H:41]([CH2:43][OH:44])[C@@H:39]([O:40][C@@H:73]5[O:78][C@H:77]([CH2:79][OH:80])[C@H:76]([OH:81])[C@H:75]([OH:82])[C@H:74]5[OH:83])[C@H:37]([OH:38])[C@H:36]4[NH:45][C:46](=[O:48])[CH3:47])[O:29][C@@H:18]([O:19][CH2:20][CH2:21][CH2:22][CH2:23][CH2:24][C:25]([O:27][CH3:28])=[O:26])[C@@H:17]3[OH:49])[C@H:5]([NH:4][C:1](=[O:3])[CH3:2])[C@H:10]2[OH:11])[O:29][C@H:30]([CH2:33][OH:34])[C@H:31]([OH:32])[C@H:16]([OH:15])[C@H:17]1[OH:49] |f:2.3,4.5.6|. Procedure: A solution of compound 19 of Example 19 (85 mg), UDP-galactose, (190 mg), bovine galactosyltransferase (6.25 U) and bovine serum albumin (3 mg) in 30 mM sodium cacodylate buffer (7 mL, pH 7.0) containing manganese chloride (40 umol) was incubated at 37° C. for 22 h. The reaction mixture was diluted to 20 mL and purified as described in Example 21. Yield of the product was 114 mg. The structural identity of titled compound 25 was unambiguously assigned by 1H- and 13C-n.m.r (see Tables 4 and 5, re... Starting materials: C(C1=CC=CC=C1)N1[C@H](C[C@H](C2=CC=CC=C12)N(C(C)=O)C1CC1)C (Cis-N-(1-benzyl-2-methyl-1,2,3,4-tetrahydroquinolin-4-yl)-N-cyclopropyl-acetamide), C(=O)[O-].[NH4+] (ammonium formate). The reagents and catalysts are [Pd] (palladium on charcoal). The solvent is C(C)O (ethanol). Product: C1(CC1)N(C(C)=O)[C@@H]1C[C@@H](NC2=CC=CC=C12)C (Cis-N-cyclopropyl-N-(2-methyl-1,2,3,4-tetrahydroquinolin-4-yl)-acetamide). Isolated yield 92.2%. RXN SMILES: C([N:8]1[C:17]2[C:12](=[CH:13][CH:14]=[CH:15][CH:16]=2)[C@H:11]([N:18]([CH:22]2[CH2:24][CH2:23]2)[C:19](=[O:21])[CH3:20])[CH2:10][C@@H:9]1[CH3:25])C1C=CC=CC=1.C([O-])=O.[NH4+]>C(O)C.[Pd]>[CH:22]1([N:18]([C@H:11]2[C:12]3[C:17](=[CH:16][CH:15]=[CH:14][CH:13]=3)[NH:8][C@@H:9]([CH3:25])[CH2:10]2)[C:19](=[O:21])[CH3:20])[CH2:23][CH2:24]1 |f:1.2|. Procedure details: To a solution of Cis-N-(1-benzyl-2-methyl-1,2,3,4-tetrahydroquinolin-4-yl)-N-cyclopropyl-acetamide (3.8 g) in ethanol (150 ml), ammonium formate (7.2 g) and few milligrams of palladium on charcoal (10% Pd/C) were added. The mixture was heated under reflux for 2 hours. After cooling the mixture was filtered on celite and the solvent was removed under reduce pressure to give Cis-N-cyclopropyl-N-(2-methyl-1,2,3,4-tetrahydroquinolin-4-yl)-acetamide (2.56 g, 92.4% yield) which was not purified. The reactants are COC(C=O)OC (dimethoxyacetaldehyde), C(C)(=O)[O-].[Na+] (sodium acetate), C(#N)[BH3-].[Na+] (sodium cyanoborohydride), Cl.Cl.N1C(=NC2=C1C=CC=C2)CN (1-(1H-benzimidazol-2-yl)methanamine dihydrochloride). Solvent: CO (MeOH). Run at time 8 hour. Yields the product N1C(=NC2=C1C=CC=C2)CNCC(OC)OC (N-(1H-benzimidazol-2-ylmethyl)-2,2-dimethoxyethanamine). Isolated yield 72.4%. As a reaction SMILES: Cl.Cl.[NH:3]1[C:7]2[CH:8]=[CH:9][CH:10]=[CH:11][C:6]=2[N:5]=[C:4]1[CH2:12][NH2:13].[CH3:14][O:15][CH:16]([O:19][CH3:20])[CH:17]=O.C([O-])(=O)C.[Na+].C([BH3-])#N.[Na+]>CO>[NH:3]1[C:7]2[CH:8]=[CH:9][CH:10]=[CH:11][C:6]=2[N:5]=[C:4]1[CH2:12][NH:13][CH2:17][CH:16]([O:19][CH3:20])[O:15][CH3:14] |f:0.1.2,4.5,6.7|. Procedure: To a MeOH 150 mL suspension of 1-(1H-benzimidazol-2-yl)methanamine dihydrochloride (4.0 g, 18.2 mmol) were added dimethoxyacetaldehyde (1.89 g, 18.2 mmol, 60 wt. % solution in water), sodium acetate (7.45 g, 91 mmol) and sodium cyanoborohydride (9.09 mL, 9.09 mmol, 1.0 M THF solution). The reaction mixture was stirred at room temperature overnight, concentrated under reduced pressure and reconstituted in DCM (150 mL). The resulting suspension was filtered. The filtrate was concentrated and chrom...